Task: describe an organic reaction: reactants, conditions, products, and yield. Dataset: the Open Reaction Database (ORD), a public repository of structured organic reaction records The reactants are Cc1cc(-c2cccc(C(=O)CC(=O)Nc3cc(C(F)(F)F)c(OCC(F)(F)F)cc3NC(=O)OC(C)(C)C)c2)c(C)cn1, ClCCl, O=C(O)C(F)(F)F. The product is Cc1cc(-c2cccc(C3=Nc4cc(OCC(F)(F)F)c(C(F)(F)F)cc4NC(=O)C3)c2)c(C)cn1. RXN SMILES: [C:1]([O:2][C:3](=[O:4])[NH:7][c:8]1[c:9]([NH:24][C:25]([CH2:26][C:27](=[O:5])[c:29]2[cH:30][c:31](-[c:35]3[cH:36][c:37]([CH3:42])[n:38][cH:39][c:40]3[CH3:41])[cH:32][cH:33][cH:34]2)=[O:43])[cH:10][c:11]([C:20]([F:21])([F:22])[F:23])[c:12]([O:14][CH2:15][C:16]([F:17])([F:18])[F:19])[cH:13]1)([CH3:6])([CH3:28])[CH3:44].[Cl:52][CH2:53][Cl:54].[F:45][C:46]([F:47])([F:48])[C:49]([OH:50])=[O:51]>>[N:7]1=[C:27]([c:29]2[cH:30][c:31](-[c:35]3[cH:36][c:37]([CH3:42])[n:38][cH:39][c:40]3[CH3:41])[cH:32][cH:33][cH:34]2)[CH2:26][C:25](=[O:43])[NH:24][c:9]2[c:8]1[cH:13][c:12]([O:14][CH2:15][C:16]([F:17])([F:18])[F:19])[c:11]([C:20]([F:21])([F:22])[F:23])[cH:10]2. As a reaction SMILES: [C:1](=[O:2])([O:3][C:4]([CH3:5])([CH3:6])[CH3:7])[N:8]1[CH2:9][CH2:10][NH:11][CH2:12][CH2:13]1.[CH3:23][C:24]([CH3:25])([O-:26])[CH3:27].[CH3:29][c:30]1[cH:31][cH:32][cH:33][cH:34][cH:35]1.[Cl:14][c:15]1[n:16][cH:17][c:18]([CH3:22])[cH:19][c:20]1[Cl:21].[Na+:28].[O-:37][C:38]([CH3:39])=[O:40].[O-:41][C:42]([CH3:43])=[O:44].[OH2:45].[Pd+2:36]>>[C:1](=[O:2])([O:3][C:4]([CH3:5])([CH3:6])[CH3:7])[N:8]1[CH2:9][CH2:10][N:11]([c:15]2[n:16][cH:17][c:18]([CH3:22])[cH:19][c:20]2[Cl:21])[CH2:12][CH2:13]1. Product: Cc1cnc(N2CCN(C(=O)OC(C)(C)C)CC2)c(Cl)c1. The reactants are CC(C)(C)OC(=O)N1CCNCC1, CC(C)(C)[O-], Cc1ccccc1, Cc1cnc(Cl)c(Cl)c1, [Na+], CC(=O)[O-], CC(=O)[O-], O, [Pd+2]. Starting materials: COC=C1C(=O)NC(=O)c2ccccc21, CN(C)C=O, Nc1ccc(CCN2CCCC2)cc1. Product: O=C1NC(=O)c2ccccc2C1=CNc1ccc(CCN2CCCC2)cc1. RXN SMILES: [CH3:1][O:2][CH:3]=[C:4]1[C:5](=[O:15])[NH:6][C:7](=[O:14])[c:8]2[cH:9][cH:10][cH:11][cH:12][c:13]21.[CH3:30][N:31]([CH3:32])[CH:33]=[O:34].[N:16]1([CH2:21][CH2:22][c:23]2[cH:24][cH:25][c:26]([NH2:29])[cH:27][cH:28]2)[CH2:17][CH2:18][CH2:19][CH2:20]1>>[CH:3](=[C:4]1[C:5](=[O:15])[NH:6][C:7](=[O:14])[c:8]2[cH:9][cH:10][cH:11][cH:12][c:13]21)[NH:29][c:26]1[cH:25][cH:24][c:23]([CH2:22][CH2:21][N:16]2[CH2:17][CH2:18][CH2:19][CH2:20]2)[cH:28][cH:27]1. The reactants are CCO, CC1(C)OCc2cc(C3CN(CCc4ccc(OCCOCc5cccc(SC6CCCC6)c5)cc4)C(=O)O3)ccc2O1, [O-][I+3]([O-])([O-])[O-], [Na+], O. The product is CC1(C)OCc2cc(C3CN(CCc4ccc(OCCOCc5cccc(S(=O)C6CCCC6)c5)cc4)C(=O)O3)ccc2O1. Reaction SMILES: [CH3:50][CH2:51][OH:52].[CH:1]1([S:6][c:7]2[cH:8][c:9]([CH2:10][O:11][CH2:12][CH2:13][O:14][c:15]3[cH:16][cH:17][c:18]([CH2:21][CH2:22][N:23]4[C:24](=[O:40])[O:25][CH:26]([c:28]5[cH:29][c:30]6[c:31]([cH:38][cH:39]5)[O:32][C:33]([CH3:36])([CH3:37])[O:34][CH2:35]6)[CH2:27]4)[cH:19][cH:20]3)[cH:41][cH:42][cH:43]2)[CH2:2][CH2:3][CH2:4][CH2:5]1.[I+3:44]([O-:45])([O-:46])([O-:47])[O-:48].[Na+:49].[OH2:53]>>[CH:1]1([S:6]([c:7]2[cH:8][c:9]([CH2:10][O:11][CH2:12][CH2:13][O:14][c:15]3[cH:16][cH:17][c:18]([CH2:21][CH2:22][N:23]4[C:24](=[O:40])[O:25][CH:26]([c:28]5[cH:29][c:30]6[c:31]([cH:38][cH:39]5)[O:32][C:33]([CH3:36])([CH3:37])[O:34][CH2:35]6)[CH2:27]4)[cH:19][cH:20]3)[cH:41][cH:42][cH:43]2)=[O:45])[CH2:2][CH2:3][CH2:4][CH2:5]1. Reactants: O (Water), C(C1=CC=CC=C1)N1CC(C(CC1)=O)C (1-benzyl-3-methyl-4-piperidone), [H-].[Li+].[Al+3].[H-].[H-].[H-] (aluminum lithium hydride). The solvent is C(C)OCC (diethyl ether), C(C)OCC (diethyl ether). Product: C(C1=CC=CC=C1)N1CC(C(CC1)O)C (1-benzyl-4-hydroxy-3-methylpiperidine). Isolated yield 68.7%. Reaction SMILES: [CH2:1]([N:8]1[CH2:13][CH2:12][C:11](=[O:14])[CH:10]([CH3:15])[CH2:9]1)[C:2]1[CH:7]=[CH:6][CH:5]=[CH:4][CH:3]=1.[H-].[Li+].[Al+3].[H-].[H-].[H-].O>C(OCC)C>[CH2:1]([N:8]1[CH2:13][CH2:12][CH:11]([OH:14])[CH:10]([CH3:15])[CH2:9]1)[C:2]1[CH:3]=[CH:4][CH:5]=[CH:6][CH:7]=1 |f:1.2.3.4.5.6|. Procedure: A solution (15 ml) of 3.98 g of 1-benzyl-3-methyl-4-piperidone in diethyl ether was added to a suspension (10 ml) of 0.78 g of aluminum lithium hydride in diethyl ether in an ice bath, and the solution was heated under ref lux for 3 hours. Water was added to the solution, and the solution was extracted with ethyl acetate, and the organic layer was washed with saturated aqueous solution of hydrogen chloride. The solution was dried with anhydrous sodium sulfate, and concentrated under reduced pres... The reactants are BrCCCCCCC (1-bromoheptane), C([O-])([O-])=O.[K+].[K+] (potassium carbonate), FC1=C(C=CC=C1F)O (2,3-Difluorophenol). Product: FC1=C(C=CC=C1F)OCCCCCCC (2,3-Difluoro-1-n-heptoxybenzene). As a reaction SMILES: Br[CH2:2][CH2:3][CH2:4][CH2:5][CH2:6][CH2:7][CH3:8].C(=O)([O-])[O-].[K+].[K+].[F:15][C:16]1[C:21]([F:22])=[CH:20][CH:19]=[CH:18][C:17]=1[OH:23]>>[F:15][C:16]1[C:21]([F:22])=[CH:20][CH:19]=[CH:18][C:17]=1[O:23][CH2:2][CH2:3][CH2:4][CH2:5][CH2:6][CH2:7][CH3:8] |f:1.2.3|. Procedure details: Quantities: 1-bromoheptane (46.6 g, 0.26 mol), potassium carbonate (70 g, 0.5 mol) and compound from Example 37 (31.2 g, 0.24 mol). The experimental procedure was as described in Example 38. Reactants: CO (methanol), B(Br)(Br)Br (boron tribromide), COC=1C=C2CCNCC2=CC1 (6-methoxytetrahydroisoquinoline). The solvent is ClCCl (dichloromethane), ClCCl (dichloromethane). Run at temperature 0 celsius, time 1 hour. Product: C1NCCC2=CC(=CC=C12)O (1,2,3,4-tetrahydro-6-isoquinolinol). Reaction SMILES: B(Br)(Br)Br.C[O:6][C:7]1[CH:8]=[C:9]2[C:14](=[CH:15][CH:16]=1)[CH2:13][NH:12][CH2:11][CH2:10]2.CO>ClCCl>[CH2:13]1[C:14]2[C:9](=[CH:8][C:7]([OH:6])=[CH:16][CH:15]=2)[CH2:10][CH2:11][NH:12]1. Procedure details: A solution of boron tribromide (1.2 mL, 12.5 mmol) in dichloromethane (12.5 mL) was added dropwise to a −78° C. solution of 6-methoxytetrahydroisoquinoline (1.0 g, 5.0 mol, prepared as described in Org. Synth 1988, 67, 60) in dichloromethane (38 mL) The mixture was stirred for 1 hour, warmed to 0° C., stirred for 1 hour, warmed to room temperature, and stirred for 1 hour. The mixture was cooled to −78° C., treated dropwise with methanol (20 mL), warmed to room temperature, stirred for 1 hour, an... Starting materials: product, N1C(CC2=CC=CC=C12)=S (Indolin-2-thione), C([O-])([O-])=O.[K+].[K+] (potassium carbonate), C(C#C)Br (propargyl bromide). Solvent: CC(=O)C (acetone). Reaction conditions: time 3 hour. The product is C(C#C)SC=1NC2=CC=CC=C2C1 (2-Propargylthioindole). Yield: 98.0%. As a reaction SMILES: [NH:1]1[C:9]2[C:4](=[CH:5][CH:6]=[CH:7][CH:8]=2)[CH2:3][C:2]1=[S:10].C(=O)([O-])[O-].[K+].[K+].[CH2:17](Br)[C:18]#[CH:19]>CC(C)=O>[CH2:19]([S:10][C:2]1[NH:1][C:9]2[C:4]([CH:3]=1)=[CH:5][CH:6]=[CH:7][CH:8]=2)[C:18]#[CH:17] |f:1.2.3|. Reported procedure: To a solution of the product (14.9 g) of the above (1) in acetone (250 ml) are added potassium carbonate (16.5 g) and propargyl bromide (14.3 g) successively and the mixture is stirred at room temperature for three hours. The precipitate is filtered off. The filtrate is condensed and extracted with ether after addition of water. The extract is washed with water, dried and evaporated to remove the solvent yielding an oily residue (23 g). The residue is chromatographed on a column of silica gel (1... Starting materials: C(C)OC(C(C(=O)OCC)N1C=CC=C1)=O (2-(pyrrol-1-yl)malonic acid diethyl ester), ClC(C(=O)Cl)(Cl)Cl (trichloroacetyl chloride). Solvent: C(Cl)(Cl)Cl (chloroform). The product is C(C)OC(C(C(=O)OCC)N1C(=CC=C1)C(C(Cl)(Cl)Cl)=O)=O (2-(2-trichloroacetylpyrrol-1-yl)malonic acid diethyl ester). Yield: 89.0%. RXN SMILES: [CH2:1]([O:3][C:4](=[O:16])[CH:5]([N:11]1[CH:15]=[CH:14][CH:13]=[CH:12]1)[C:6]([O:8][CH2:9][CH3:10])=[O:7])[CH3:2].[Cl:17][C:18]([Cl:23])([Cl:22])[C:19](Cl)=[O:20]>C(Cl)(Cl)Cl>[CH2:9]([O:8][C:6](=[O:7])[CH:5]([N:11]1[CH:12]=[CH:13][CH:14]=[C:15]1[C:19](=[O:20])[C:18]([Cl:23])([Cl:22])[Cl:17])[C:4]([O:3][CH2:1][CH3:2])=[O:16])[CH3:10]. Procedure: To a solution of 2-(pyrrol-1-yl)malonic acid diethyl ester (100.0 g) in chloroform (100 ml) was added trichloroacetyl chloride (161.4 g), and the resulting mixture was refluxed for 15 hours. The reaction mixture was concentrated under reduced pressure, and the residue was dissolved in ethyl acetate. The solution was washed with 10% aqueous sodium carbonate solution and then with saturated aqueous sodium chloride solution, dried over anhydrous sodium sulfate, and evaporated under reduced pressure... Starting materials: t-butyl ester, O (Water), [H-].[Na+] (Sodium hydride), FC=1C(=C(C=CC1)C(C(=O)NC)=NOC)CO (3-fluoro-2-hydroxymethyl-α-methyoxyimino-N-methyl-benzeneacetamide), ClC=1C(=NC=C(C(=O)O)C1)Cl (5,6-Dichloronicotinic acid). Solvent: C1CCOC1 (THF), C1CCOC1 (THF). Reaction conditions: temperature 25 celsius, time 10 minute. Yields the product CON=C(C(=O)NC)C1=C(C(=CC=C1)F)COC1=NC=C(C=C1Cl)C(=O)OC(C)(C)C (α-(methoxyimino)-N-methyl-2-[[[3-chloro-5-(t-butoxycarbonyl)-2-pyridinyl]oxy]methyl]-3-fluoro-benzeneacetamide). As a reaction SMILES: [H-].[Na+].[F:3][C:4]1[C:5]([CH2:18][OH:19])=[C:6]([C:10](=[N:15][O:16][CH3:17])[C:11]([NH:13][CH3:14])=[O:12])[CH:7]=[CH:8][CH:9]=1.[Cl:20][C:21]1[C:22](Cl)=[N:23][CH:24]=[C:25]([CH:29]=1)[C:26]([OH:28])=[O:27].O>C1COCC1>[CH3:17][O:16][N:15]=[C:10]([C:6]1[CH:7]=[CH:8][CH:9]=[C:4]([F:3])[C:5]=1[CH2:18][O:19][C:22]1[C:21]([Cl:20])=[CH:29][C:25]([C:26]([O:28][C:5]([CH3:18])([CH3:6])[CH3:4])=[O:27])=[CH:24][N:23]=1)[C:11]([NH:13][CH3:14])=[O:12] |f:0.1|. Reported procedure: Sodium hydride (60%, 0.15 g, 3.7 mmol) was added to a solution of 3-fluoro-2-hydroxymethyl-α-methyoxyimino-N-methyl-benzeneacetamide (0.54 g, 2.25 mmol) in dry THF (10 mL) and stirred for 10 minutes at 25° C. under N2 atmosphere. 5,6-Dichloronicotinic acid; t-butyl ester (0.59 g, 2.5 mmol) in 2-3 mL THF was added to this reaction mixture and stirred at 25° C. for about 2 hours. Water (40 mL) was added and the resulting mixture was extracted with ether (2×), dried (anhydrous Na2SO4), filtered and...